Dataset: the Open Reaction Database (ORD), a public repository of structured organic reaction records. Task: describe an organic reaction: reactants, conditions, products, and yield The reactants are [Al] (aluminum), II (iodine), C(C#C)Br (propargyl bromide), ClC1=CC=C(C=C1)CC(C(C(C)(C)C)=O)N1N=CN=C1 (5-(4-chlorophenyl)-2,2-dimethyl-4-(1,2,4-triazol-1-yl)-pentan-3-one), [Cl-].[NH4+] (ammonium chloride). The reagents and catalysts are [Hg](Cl)Cl (mercury(II) chloride). Solvent: O1CCCC1 (tetrahydrofuran), O1CCCC1 (tetrahydrofuran), O1CCCC1 (tetrahydrofuran). Reaction conditions: temperature 60 celsius, time 30 minute. Product: C(C)(C)(C)C(CC#C)(C(CC1=CC=C(C=C1)Cl)N1N=CN=C1)O (4-tert.-butyl-6-(4-chlorophenyl)-5-(1,2,4 -triazol-1-yl)-hex-1-in-4-ol). Isolated yield 74.1%. Reaction SMILES: [Al].II.[CH2:4](Br)[C:5]#[CH:6].[Cl:8][C:9]1[CH:14]=[CH:13][C:12]([CH2:15][CH:16]([N:23]2[CH:27]=[N:26][CH:25]=[N:24]2)[C:17](=[O:22])[C:18]([CH3:21])([CH3:20])[CH3:19])=[CH:11][CH:10]=1.[Cl-].[NH4+]>O1CCCC1.[Hg](Cl)Cl>[C:18]([C:17]([OH:22])([CH:16]([N:23]1[CH:27]=[N:26][CH:25]=[N:24]1)[CH2:15][C:12]1[CH:13]=[CH:14][C:9]([Cl:8])=[CH:10][CH:11]=1)[CH2:6][C:5]#[CH:4])([CH3:21])([CH3:20])[CH3:19] |f:4.5|. Reported procedure: 3.7 g of aluminum (in the form of flakes), a pinch of mercury(II) chloride and an iodine crystal are stirred with 20 ml of absolute tetrahydrofuran for 12 hours. 24 g (0.2 mol) of propargyl bromide, dissolved in 25 ml of tetrahydrofuran, are then added dropwise at 50° to 60° C. The mixture is stirred for a further 30 minutes at 60° C. and cooled to -60° C., and 29.2 g (0.1 mol) of 5-(4-chlorophenyl)-2,2-dimethyl-4-(1,2,4-triazol-1-yl)-pentan-3-one in 100 ml of tetrahydrofuran are slowly added dr... Reactants: [BH4-], Cc1csc(C(=O)c2cn(C(c3ccccc3)(c3ccccc3)c3ccccc3)cn2)c1C, CC(C)O, Cl, [Na+], [Na+], [Na+], O=C([O-])[O-]. Yields the product Cc1csc(C(O)c2cn(C(c3ccccc3)(c3ccccc3)c3ccccc3)cn2)c1C. As a reaction SMILES: [BH4-:34].[CH3:1][c:2]1[c:3]([C:8](=[O:9])[c:10]2[n:11][cH:12][n:13]([C:15]([c:16]3[cH:17][cH:18][cH:19][cH:20][cH:21]3)([c:22]3[cH:23][cH:24][cH:25][cH:26][cH:27]3)[c:28]3[cH:29][cH:30][cH:31][cH:32][cH:33]3)[cH:14]2)[s:4][cH:5][c:6]1[CH3:7].[CH3:43][CH:44]([OH:45])[CH3:46].[ClH:36].[Na+:35].[Na+:37].[Na+:38].[O-:39][C:40](=[O:41])[O-:42]>>[CH3:1][c:2]1[c:3]([CH:8]([OH:9])[c:10]2[n:11][cH:12][n:13]([C:15]([c:16]3[cH:17][cH:18][cH:19][cH:20][cH:21]3)([c:22]3[cH:23][cH:24][cH:25][cH:26][cH:27]3)[c:28]3[cH:29][cH:30][cH:31][cH:32][cH:33]3)[cH:14]2)[s:4][cH:5][c:6]1[CH3:7]. Starting materials: C(C)(C)N(CC)C(C)C (diisopropylethylamine), ClC1=CC(=C2C(=N1)NC=C2)C2(CCNCC2)O (4-(6-chloro-1H-pyrrolo[2,3-b]pyridin-4-yl)piperidin-4-ol), ClC=1C=C2C(=C3C=CNC13)CN(C([C@@H](C2)CC(=O)O)=O)CC(C)(C)C ((S)-2-(7-chloro-2-neopentyl-3-oxo-1,2,3,4,5,8-hexahydroazepino[3,4-e]indol-4-yl)acetic acid), C(CCl)Cl (EDC), C=1C=CC2=C(C1)N=NN2O (HOBT). The solvent is CN(C)C=O (DMF). The product is ClC=1C=C2C(=C3C=CNC13)CN(C([C@@H](C2)CC(=O)N2CCC(CC2)(O)C2=C1C(=NC(=C2)Cl)NC=C1)=O)CC(C)(C)C ((S)-7-chloro-4-(2-(4-(6-chloro-1H-pyrrolo[2,3-b]pyridin-4-yl)-4-hydroxypiperidin-1-yl)-2-oxoethyl)-2-neopentyl-1,2,4,5-tetrahydroazepino[3,4-e]indol-3(8H)-one). Isolated yield 76.5%. RXN SMILES: [Cl:1][C:2]1[N:7]=[C:6]2[NH:8][CH:9]=[CH:10][C:5]2=[C:4]([C:11]2([OH:17])[CH2:16][CH2:15][NH:14][CH2:13][CH2:12]2)[CH:3]=1.[Cl:18][C:19]1[CH:20]=[C:21]2[CH2:32][C@@H:31]([CH2:33][C:34](O)=[O:35])[C:30](=[O:37])[N:29]([CH2:38][C:39]([CH3:42])([CH3:41])[CH3:40])[CH2:28][C:22]2=[C:23]2[C:27]=1[NH:26][CH:25]=[CH:24]2.C(Cl)CCl.C1C=CC2N(O)N=NC=2C=1.C(N(C(C)C)CC)(C)C>CN(C=O)C>[Cl:18][C:19]1[CH:20]=[C:21]2[CH2:32][C@@H:31]([CH2:33][C:34]([N:14]3[CH2:13][CH2:12][C:11]([C:4]4[CH:3]=[C:2]([Cl:1])[N:7]=[C:6]5[NH:8][CH:9]=[CH:10][C:5]=45)([OH:17])[CH2:16][CH2:15]3)=[O:35])[C:30](=[O:37])[N:29]([CH2:38][C:39]([CH3:42])([CH3:41])[CH3:40])[CH2:28][C:22]2=[C:23]2[C:27]=1[NH:26][CH:25]=[CH:24]2. Procedure: To 4-(6-chloro-1H-pyrrolo[2,3-b]pyridin-4-yl)piperidin-4-ol (69 mg, 0.304 mmol) in DMF (2 mL) was added (S)-2-(7-chloro-2-neopentyl-3-oxo-1,2,3,4,5,8-hexahydroazepino[3,4-e]indol-4-yl)acetic acid (100 mg, 0.276 mmol), EDC (58.3 mg, 0.304 mmol), HOBT (41.0 mg, 0.304 mmol), at rt, followed by diisopropylethylamine (0.192 ml, 1.10 mmol). The mixture was stirred at rt over night, partial of the solvent was removed under N2, the residue was purified on reverse phase PrepHPLC to afford the expected pr...